Task: describe an organic reaction: reactants, conditions, products, and yield. Dataset: the Open Reaction Database (ORD), a public repository of structured organic reaction records Reactants: 2-aryl-1,3-cyclopentanediones, [O-]CC.[Na+] (sodium ethoxide), δ-aryl levulinic acid ester, C(C)OC(CCC(CC1=C(C=C(C=C1)Cl)Cl)=O)=O (ethyl-5-(2',4'-dichlorophenyl)-4-ketopentanoate). The solvent is C1(=CC=CC=C1)C (toluene). Product: ClC1=C(C=CC(=C1)Cl)C1C(CCC1=O)=O (2-(2',4'-dichlorophenyl)-1,3-cyclopentanedione). Reaction SMILES: C(O[C:4](=[O:18])[CH2:5][CH2:6][C:7](=[O:17])[CH2:8][C:9]1[CH:14]=[CH:13][C:12]([Cl:15])=[CH:11][C:10]=1[Cl:16])C.[O-]CC.[Na+]>C1(C)C=CC=CC=1>[Cl:16][C:10]1[CH:11]=[C:12]([Cl:15])[CH:13]=[CH:14][C:9]=1[CH:8]1[C:4](=[O:18])[CH2:5][CH2:6][C:7]1=[O:17] |f:1.2|. Procedure: For example, the 2-aryl-1,3-cyclopentanediones may be prepared by the base-promoted cyclization of the appropriate δ-aryl levulinic acid ester. This is illustrated by reacting ethyl-5-(2',4'-dichlorophenyl)-4-ketopentanoate with sodium ethoxide in the presence of a toluene solvent to form 2-(2',4'-dichlorophenyl)-1,3-cyclopentanedione. The δ-aryl levulinic acid esters used as reactants in the above synthesis can be prepared using conventional esterification techniques of the appropriate δ-aryl l... The reactants are O1CCOC2=C1C=CC(=C2)C(=O)C2=CNC1=CC=CC=C1C2=O (3-(2,3-Dihydro-benzo[1,4]dioxine-6-carbonyl)-1H-quinolin-4-one), BrCC1=NC(=CC=C1)C(F)(F)F (2-Bromomethyl-6-trifluoromethyl-pyridine). The product is O1CCOC2=C1C=CC(=C2)C(=O)C2=CN(C1=CC=CC=C1C2=O)CC2=NC(=CC=C2)C(F)(F)F (3-(2,3-Dihydro-benzo[1,4]dioxine-6-carbonyl)-1-(6-trifluoromethyl-pyridin-2-ylmethyl)-1H-quinolin-4-one). The yield is 18.8%. As a reaction SMILES: [O:1]1[C:6]2[CH:7]=[CH:8][C:9]([C:11]([C:13]3[C:22](=[O:23])[C:21]4[C:16](=[CH:17][CH:18]=[CH:19][CH:20]=4)[NH:15][CH:14]=3)=[O:12])=[CH:10][C:5]=2[O:4][CH2:3][CH2:2]1.Br[CH2:25][C:26]1[CH:31]=[CH:30][CH:29]=[C:28]([C:32]([F:35])([F:34])[F:33])[N:27]=1>>[O:1]1[C:6]2[CH:7]=[CH:8][C:9]([C:11]([C:13]3[C:22](=[O:23])[C:21]4[C:16](=[CH:17][CH:18]=[CH:19][CH:20]=4)[N:15]([CH2:25][C:26]4[CH:31]=[CH:30][CH:29]=[C:28]([C:32]([F:34])([F:33])[F:35])[N:27]=4)[CH:14]=3)=[O:12])=[CH:10][C:5]=2[O:4][CH2:3][CH2:2]1. Procedure details: Experimental conditions analogous to those described for Step 3 of Example 1, from 3-(2,3-Dihydro-benzo[1,4]dioxine-6-carbonyl)-1H-quinolin-4-one 70 mg (0.228 mmol) and 71.1 mg (0.296 mmol) of 2-Bromomethyl-6-trifluoromethyl-pyridine, to give 20 mg of desired compound. LCMS (M+H)+: 467.1. Starting materials: NC1=CC(=C(OC2=C3C(=NC=C2)N(N=C3N3CCN(CC3)C(=O)OC(C)(C)C)CC3=CC=C(C=C3)OC)C=C1)F (tert-butyl 4-(4-(4-amino-2-fluorophenoxy)-1-(4-methoxybenzyl)-1H-pyrazolo[3,4-b]pyridin-3-yl)piperazine-1-carboxylate), FC1=CC=C(C=C1)N1C(C2(CC2C1)C(=O)O)=O (3-(4-fluorophenyl)-2-oxo-3-aza-bicyclo[3.1.0]hexane-1-carboxylic acid), CCN=C=NCCCN(C)C (EDCI), C=1C=CC2=C(C1)N=NN2O (HOBT), [NH4+].[Cl-] (NH4Cl). The solvent is CN(C)C=O (DMF). Yields the product COC1=CC=C(CN2N=C(C=3C2=NC=CC3OC3=C(C=C(C=C3)NC(=O)C32C(N(CC2C3)C3=CC=C(C=C3)F)=O)F)N3CCN(CC3)C(=O)OC(C)(C)C)C=C1 (tert-butyl 4-(1-(4-methoxybenzyl)-4-(2-fluoro-4-(3-(4-fluorophenyl)-2-oxo-3-aza-bicyclo[3.1.0]hexane-1-carboxamido)phenoxy)-1H-pyrazolo[3,4-b]pyridin-3-yl)piperazine-1-carboxylate). The yield is 71.7%. As a reaction SMILES: [NH2:1][C:2]1[CH:39]=[CH:38][C:5]([O:6][C:7]2[CH:12]=[CH:11][N:10]=[C:9]3[N:13]([CH2:29][C:30]4[CH:35]=[CH:34][C:33]([O:36][CH3:37])=[CH:32][CH:31]=4)[N:14]=[C:15]([N:16]4[CH2:21][CH2:20][N:19]([C:22]([O:24][C:25]([CH3:28])([CH3:27])[CH3:26])=[O:23])[CH2:18][CH2:17]4)[C:8]=23)=[C:4]([F:40])[CH:3]=1.[F:41][C:42]1[CH:47]=[CH:46][C:45]([N:48]2[CH2:53][CH:52]3[C:50]([C:54](O)=[O:55])([CH2:51]3)[C:49]2=[O:57])=[CH:44][CH:43]=1.CCN=C=NCCCN(C)C.C1C=CC2N(O)N=NC=2C=1.[NH4+].[Cl-]>CN(C=O)C>[CH3:37][O:36][C:33]1[CH:34]=[CH:35][C:30]([CH2:29][N:13]2[C:9]3=[N:10][CH:11]=[CH:12][C:7]([O:6][C:5]4[CH:38]=[CH:39][C:2]([NH:1][C:54]([C:50]56[CH2:51][CH:52]5[CH2:53][N:48]([C:45]5[CH:46]=[CH:47][C:42]([F:41])=[CH:43][CH:44]=5)[C:49]6=[O:57])=[O:55])=[CH:3][C:4]=4[F:40])=[C:8]3[C:15]([N:16]3[CH2:17][CH2:18][N:19]([C:22]([O:24][C:25]([CH3:27])([CH3:28])[CH3:26])=[O:23])[CH2:20][CH2:21]3)=[N:14]2)=[CH:31][CH:32]=1 |f:4.5|. Procedure details: A solution of tert-butyl 4-(1-(4-methoxybenzyl)-4-(4-amino-2-fluorophenoxy)-1H-pyrazolo[3,4-b]pyridin-3-yl)piperazine-1-carboxylate (100 mg, 0.182 mmol, obtained from Example 82 Step A), 3-(4-fluorophenyl)-2-oxo-3-aza-bicyclo[3.1.0]hexane-1-carboxylic acid (85.7 mg, 0.365 mmol, obtained from Example 98 Step D), EDCI (210 mg, 1.09 mmol) and HOBT (148 mg, 1.09 mmol) was stirred in DMF (6 mL) for 12 hours. The reaction mixture was poured into saturated aqueous NH4Cl and extracted with EtOAc. The or... Reactants: Cc1ccc(Sc2ccc(Oc3ccccc3)cc2)c(N)c1, Cc1ccc2c(Cl)ccnc2n1. Product: Cc1ccc(Sc2ccc(Oc3ccccc3)cc2)c(Nc2ccnc3nc(C)ccc23)c1. RXN SMILES: [CH3:13][c:14]1[cH:15][cH:16][c:17]([S:21][c:22]2[cH:23][cH:24][c:25]([O:28][c:29]3[cH:30][cH:31][cH:32][cH:33][cH:34]3)[cH:26][cH:27]2)[c:18]([NH2:20])[cH:19]1.[Cl:1][c:2]1[c:3]2[cH:4][cH:5][c:6]([CH3:12])[n:7][c:8]2[n:9][cH:10][cH:11]1>>[c:2]1([NH:20][c:18]2[c:17]([S:21][c:22]3[cH:23][cH:24][c:25]([O:28][c:29]4[cH:30][cH:31][cH:32][cH:33][cH:34]4)[cH:26][cH:27]3)[cH:16][cH:15][c:14]([CH3:13])[cH:19]2)[c:3]2[cH:4][cH:5][c:6]([CH3:12])[n:7][c:8]2[n:9][cH:10][cH:11]1. Starting materials: CC1(Br)C(=O)c2cc(-c3ccc(Cl)cc3)c(-c3ccccc3Cl)nc2OC12CCCCC2, CC(=O)O, CCOC(C)=O, [Zn]. The product is CC1C(=O)c2cc(-c3ccc(Cl)cc3)c(-c3ccccc3Cl)nc2OC12CCCCC2. Reaction SMILES: [Br:1][C:2]1([CH3:32])[C:3](=[O:31])[c:4]2[c:5]([n:6][c:7](-[c:17]3[c:18]([Cl:23])[cH:19][cH:20][cH:21][cH:22]3)[c:8](-[c:10]3[cH:11][cH:12][c:13]([Cl:16])[cH:14][cH:15]3)[cH:9]2)[O:24][C:25]12[CH2:26][CH2:27][CH2:28][CH2:29][CH2:30]2.[C:33]([OH:34])(=[O:35])[CH3:36].[CH3:37][CH2:38][O:39][C:40]([CH3:41])=[O:42].[Zn:43]>>[CH:2]1([CH3:32])[C:3](=[O:31])[c:4]2[c:5]([n:6][c:7](-[c:17]3[c:18]([Cl:23])[cH:19][cH:20][cH:21][cH:22]3)[c:8](-[c:10]3[cH:11][cH:12][c:13]([Cl:16])[cH:14][cH:15]3)[cH:9]2)[O:24][C:25]12[CH2:26][CH2:27][CH2:28][CH2:29][CH2:30]2. The reagents and catalysts are CN(C1=CC=NC=C1)C (4-dimethylaminopyridine). Procedure: 1-(3-Dimethylaminopropyl)-3-ethylcarbodiimide hydrochloride (198 mg) was added to a stirred mixture of 4-(t-butoxycarbonyl)benzoic acid (195 mg), 2-propanesulfonamide (98 mg) and 4-dimethylaminopyridine (126 mg) in dichloromethane (3.7 ml). The mixture was stirred overnight, diluted with ethyl acetate, washed (1N HCl, brine), dried (MgSO4), and evaporated. The crude product was purified by flash chromatography, eluting with acetone:hexanes (75:25), to afford the product (193 mg): TLC, Rf =0.64, ... Isolated yield 74.1%. Starting materials: Cl.CN(CCCN=C=NCC)C (1-(3-Dimethylaminopropyl)-3-ethylcarbodiimide hydrochloride), C(C)(C)(C)OC(=O)C1=CC=C(C(=O)O)C=C1 (4-(t-butoxycarbonyl)benzoic acid), CC(C)S(=O)(=O)N (2-propanesulfonamide). Run in ClCCl (dichloromethane), C(C)(=O)OCC (ethyl acetate). Reaction SMILES: Cl.CN(C)CCCN=C=NCC.[C:13]([O:17][C:18]([C:20]1[CH:28]=[CH:27][C:23]([C:24]([OH:26])=O)=[CH:22][CH:21]=1)=[O:19])([CH3:16])([CH3:15])[CH3:14].[CH3:29][CH:30]([S:32]([NH2:35])(=[O:34])=[O:33])[CH3:31]>CN(C)C1C=CN=CC=1.ClCCl.C(OCC)(=O)C>[CH:30]([S:32]([NH:35][C:24]([C:23]1[CH:22]=[CH:21][C:20]([C:18]([O:17][C:13]([CH3:14])([CH3:15])[CH3:16])=[O:19])=[CH:28][CH:27]=1)=[O:26])(=[O:34])=[O:33])([CH3:31])[CH3:29] |f:0.1|. Reaction conditions: time 8 hour. Yields the product C(C)(C)S(=O)(=O)NC(=O)C1=CC=C(C(=O)OC(C)(C)C)C=C1 (t-Butyl 4-(isopropylsulfonylaminocarbonyl)benzoate).